The task is: describe an organic reaction: reactants, conditions, products, and yield. This data is from the Open Reaction Database (ORD), a public repository of structured organic reaction records. The reactants are BrC=1C(=C(C=C2C(C(=CN(C12)CC)C(=O)OCC)=O)F)F (ethyl 8-bromo-1-ethyl-6,7-difluoro-1,4-dihydro-4-oxo-3-quinolinecarboxylate), C(CCC)[Sn](CCCC)(CCCC)C#C[Si](C)(C)C (tributylstannyl-trimethylsilyl-acetylene). Reagents/catalysts: C=1C=CC(=CC1)[P](C=2C=CC=CC2)(C=3C=CC=CC3)[Pd]([P](C=4C=CC=CC4)(C=5C=CC=CC5)C=6C=CC=CC6)([P](C=7C=CC=CC7)(C=8C=CC=CC8)C=9C=CC=CC9)[P](C=1C=CC=CC1)(C=1C=CC=CC1)C=1C=CC=CC1 (tetrakis(triphenylphosphine)palladium(0)). Run in C1(=CC=CC=C1)C (toluene). Product: C(C)N1C=C(C(C2=CC(=C(C(=C12)C#C[Si](C)(C)C)F)F)=O)C(=O)OCC (ethyl 1-ethyl-6,7-difluoro-1,4-dihydro-8-(trimethylsilylethinyl)-4-oxo-3-quinolinecarboxylate). Yield: 80.0%. As a reaction SMILES: Br[C:2]1[C:3]([F:21])=[C:4]([F:20])[CH:5]=[C:6]2[C:11]=1[N:10]([CH2:12][CH3:13])[CH:9]=[C:8]([C:14]([O:16][CH2:17][CH3:18])=[O:15])[C:7]2=[O:19].C([Sn]([C:35]#[C:36][Si:37]([CH3:40])([CH3:39])[CH3:38])(CCCC)CCCC)CCC>C1(C)C=CC=CC=1.C1C=CC([P]([Pd]([P](C2C=CC=CC=2)(C2C=CC=CC=2)C2C=CC=CC=2)([P](C2C=CC=CC=2)(C2C=CC=CC=2)C2C=CC=CC=2)[P](C2C=CC=CC=2)(C2C=CC=CC=2)C2C=CC=CC=2)(C2C=CC=CC=2)C2C=CC=CC=2)=CC=1>[CH2:12]([N:10]1[C:11]2[C:6](=[CH:5][C:4]([F:20])=[C:3]([F:21])[C:2]=2[C:35]#[C:36][Si:37]([CH3:40])([CH3:39])[CH3:38])[C:7](=[O:19])[C:8]([C:14]([O:16][CH2:17][CH3:18])=[O:15])=[CH:9]1)[CH3:13] |^1:51,53,72,91|. Procedure: 5.4 g of ethyl 8-bromo-1-ethyl-6,7-difluoro-1,4-dihydro-4-oxo-3-quinolinecarboxylate (Example Z22), 10.8 g of tributylstannyl-trimethylsilyl-acetylene and 0.87 g of tetrakis(triphenylphosphine)palladium(0) are refluxed for 24 hours in 50 ml of absolute toluene under a nitrogen atmosphere. The reaction mixture is concentrated, the residue is stirred with 100 ml of hexane, and the resulting solid is filtered off with suction and dried. 4.53 g of ethyl 1-ethyl-6,7-difluoro-1,4-dihydro-8-(trimethyls... Run at time 8 hour. Starting materials: S(=O)(=O)(C1=CC=C(C)C=C1)OCCCC=CC#CCC (1-tosyloxynon-4-en-6-yne), [Br-].[Na+] (sodium bromide). Yields the product BrCCCC=CC#CCC (1-bromonon-4-en-6-yne). Solvent: CN(C=O)C (dimethylformamide). Procedure details: To a solution of 42.7 g. of 1-tosyloxynon-4-en-6-yne (0.14 moles) in 150 ml. of anhydrous dimethylformamide is added 18.7 g. of sodium bromide (0.16 moles) and the mixture is heated at 75° for 2 hours and then allowed to stir overnight at room temperature. The reaction mixture is then diluted with 200 ml. of ice water and extracted with pentane. The pentane extract is washed with water and dried over sodium sulfate. Evaporation of solvent in vacuo and distillation of the residual oil gave 24.3 g... As a reaction SMILES: S(O[CH2:12][CH2:13][CH2:14][CH:15]=[CH:16][C:17]#[C:18][CH2:19][CH3:20])(C1C=CC(C)=CC=1)(=O)=O.[Br-:21].[Na+]>CN(C)C=O>[Br:21][CH2:12][CH2:13][CH2:14][CH:15]=[CH:16][C:17]#[C:18][CH2:19][CH3:20] |f:1.2|. Isolated yield 84.0%. The reactants are N (ammonia), NC=1SC=C(C1C#N)C(C)(C)C (2-amino-3-cyano-4-tert.-butyl-thiophene), S(O)(O)(=O)=O (sulphuric acid). The solvent is ice water. Run at time 1 hour. The product is NC=1SC=C(C1C(=O)N)C(C)(C)C (2-amino-3-aminocarbonyl-4-tert.-butyl-thiophene). RXN SMILES: [NH2:1][C:2]1[S:3][CH:4]=[C:5]([C:9]([CH3:12])([CH3:11])[CH3:10])[C:6]=1[C:7]#[N:8].S(=O)(=O)(O)[OH:14].N>>[NH2:1][C:2]1[S:3][CH:4]=[C:5]([C:9]([CH3:12])([CH3:11])[CH3:10])[C:6]=1[C:7]([NH2:8])=[O:14]. Procedure details: A mixture of 180 g (1 mole) of 2-amino-3-cyano-4-tert.-butyl-thiophene and 750 ml of 95-97% strength sulphuric acid was stirred at 100°-110° C. for one hour, whereupon a slightly exothermic reaction started, so that when a temperature of 100° C. was reached no further heating was required. The reaction mixture was left to cool and was stirred into 5 liters of ice-water and neutralized with about 3 liters of 25% strength aqueous ammonia solution. The solid product which precipitated was filtered ... The reactants are CSC1=[N+]2Cc3ccccc3CC2CS1, [I-], Cc1cc2cccc(N)c2cn1. Product: Cc1cc2cccc(N=C3SCC4Cc5ccccc5CN34)c2cn1. Reaction SMILES: [CH3:2][S:3][C:4]1=[N+:8]2[CH:7]([CH2:6][S:5]1)[CH2:16][c:15]1[c:10]([cH:11][cH:12][cH:13][cH:14]1)[CH2:9]2.[I-:1].[NH2:17][c:18]1[cH:19][cH:20][cH:21][c:22]2[cH:23][c:24]([CH3:28])[n:25][cH:26][c:27]12>>[C:4]1(=[N:17][c:18]2[cH:19][cH:20][cH:21][c:22]3[cH:23][c:24]([CH3:28])[n:25][cH:26][c:27]23)[S:5][CH2:6][CH:7]2[N:8]1[CH2:9][c:10]1[cH:11][cH:12][cH:13][cH:14][c:15]1[CH2:16]2. Procedure details: 1-(4-Methoxyphenyl)-2-methyl-1H-indole (175 mg, 0.73 mmol) was dissolved in dichloromethane (2 mL) and cooled to 0° C. Boron tribromide (2.19 mL, 1 M solution in dichloromethane, 2.19 mmol) was added dropwise, and the reaction was stirred for 2 hours. The reaction was quenched by addition of saturated sodium bicarbonate solution, then extracted with dichloromethane followed by ethyl acetate. The organic extracts were dried over MgSO4 and concentrated. The reaction was assumed to be quantitative.... The product is CC=1N(C2=CC=CC=C2C1)C1=CC=C(C=C1)O (4-(2-Methylindol-1-yl)phenol). Starting materials: COC1=CC=C(C=C1)N1C(=CC2=CC=CC=C12)C (1-(4-Methoxyphenyl)-2-methyl-1H-indole), B(Br)(Br)Br (Boron tribromide). Conditions: temperature 0 celsius, time 2 hour. As a reaction SMILES: C[O:2][C:3]1[CH:8]=[CH:7][C:6]([N:9]2[C:17]3[C:12](=[CH:13][CH:14]=[CH:15][CH:16]=3)[CH:11]=[C:10]2[CH3:18])=[CH:5][CH:4]=1.B(Br)(Br)Br>ClCCl>[CH3:18][C:10]1[N:9]([C:6]2[CH:7]=[CH:8][C:3]([OH:2])=[CH:4][CH:5]=2)[C:17]2[C:12]([CH:11]=1)=[CH:13][CH:14]=[CH:15][CH:16]=2. The solvent is ClCCl (dichloromethane).